From a dataset of the Open Reaction Database (ORD), a public repository of structured organic reaction records. describe an organic reaction: reactants, conditions, products, and yield Reactants: CC#N, ClC(Cl)(Cl)Cl, O, COC(=O)c1cc(C)nc(CO)c1. Yields the product COC(=O)c1cc(C)nc(C(=O)O)c1. RXN SMILES: [CH3:20][C:21]#[N:22].[Cl:15][C:16]([Cl:17])([Cl:18])[Cl:19].[OH2:14].[OH:1][CH2:2][c:3]1[cH:4][c:5]([C:6](=[O:7])[O:8][CH3:9])[cH:10][c:11]([CH3:13])[n:12]1>>[O:1]=[C:2]([c:3]1[cH:4][c:5]([C:6](=[O:7])[O:8][CH3:9])[cH:10][c:11]([CH3:13])[n:12]1)[OH:14]. The reactants are C(C=C)N (allylamine), C(C=C)NC=1C2=C(N=C(N1)Cl)C(=CS2)C (4-allylamino-2-chloro-7-methylthieno[3,2-d]pyrimidine). The solvent is O (water). Run at temperature 140 celsius. Yields the product C(C=C)NC=1N=C(C2=C(N1)C(=CS2)C)NCC=C (2,4-Diallylamino-7-methylthieno[3,2-d]pyrimidine). The yield is 81.4%. Reaction SMILES: [CH2:1]([NH2:4])[CH:2]=[CH2:3].[CH2:5]([NH:8][C:9]1[C:10]2[S:18][CH:17]=[C:16]([CH3:19])[C:11]=2[N:12]=[C:13](Cl)[N:14]=1)[CH:6]=[CH2:7]>O>[CH2:1]([NH:4][C:13]1[N:14]=[C:9]([NH:8][CH2:5][CH:6]=[CH2:7])[C:10]2[S:18][CH:17]=[C:16]([CH3:19])[C:11]=2[N:12]=1)[CH:2]=[CH2:3]. Procedure details: In 2.28 g (40.0 mmol) of allylamine was suspended 250 mg (1.1 mmol) of 4-allylamino-2-chloro-7-methylthieno[3,2-d]pyrimidine, and the resulting mixture was heated in a sealed tube at 140° C. for 24 hours. After the reaction mixture was cooled, 50 ml of water was added thereto, followed by extraction with ethyl acetate (50 ml×3). The organic layer was washed with water and dried over anhydrous sodium sulfate, and then the solvent was distilled off. The residue was purified by silica gel chromatog... Yield: 70.0%. The reactants are FC(CN1CCC2=C(CC1)C=C(C(=C2)OC)N)F (3-(2,2-Difluoro-ethyl)-8-methoxy-2,3,4,5-tetrahydro-1H-benzo[d]azepin-7-ylamine), ClC=1C=CC(=C(C1)NC1=NC(=NC=C1Cl)Cl)OC ((5-Chloro-2-methoxy-phenyl)-(2,5-dichloro-pyrimidin-4-yl)-amine). The product is ClC=1C(=NC(=NC1)NC1=CC2=C(CCN(CC2)CC(F)F)C=C1OC)NC1=C(C=CC(=C1)Cl)OC (5-Chloro-N*4*-(5-chloro-2-methoxy-phenyl)-N*2*-[3-(2,2-difluoro-ethyl)-8-methoxy-2,3,4,5-tetrahydro-1H-benzo[d]azepin-7-yl]-pyrimidine-2,4-diamine), solid. As a reaction SMILES: [F:1][CH:2]([F:18])[CH2:3][N:4]1[CH2:10][CH2:9][C:8]2[CH:11]=[C:12]([NH2:17])[C:13]([O:15][CH3:16])=[CH:14][C:7]=2[CH2:6][CH2:5]1.[Cl:19][C:20]1[CH:21]=[CH:22][C:23]([O:35][CH3:36])=[C:24]([NH:26][C:27]2[C:32]([Cl:33])=[CH:31][N:30]=[C:29](Cl)[N:28]=2)[CH:25]=1>>[Cl:33][C:32]1[C:27]([NH:26][C:24]2[CH:25]=[C:20]([Cl:19])[CH:21]=[CH:22][C:23]=2[O:35][CH3:36])=[N:28][C:29]([NH:17][C:12]2[C:13]([O:15][CH3:16])=[CH:14][C:7]3[CH2:6][CH2:5][N:4]([CH2:3][CH:2]([F:1])[F:18])[CH2:10][CH2:9][C:8]=3[CH:11]=2)=[N:30][CH:31]=1. Reported procedure: The title compound was prepared from 3-(2,2-Difluoro-ethyl)-8-methoxy-2,3,4,5-tetrahydro-1H-benzo[d]azepin-7-ylamine and (5-Chloro-2-methoxy-phenyl)-(2,5-dichloro-pyrimidin-4-yl)-amine in an analogous manner to Example 61e. Product isolated as an off-white solid (0.053 g, 70%). MP: 172-178° C. 1HNMR (400 MHz, CDCl3, δ, ppm): 8.47 (s, 1H), 8.11-8.09 (m, 1H), 8.01 (s, 1H), 7.77 (s, 1H), 7.43 (s, 1H), 7.03-6.98 (m, 1H), 6.86-6.82 (m, 1H), 6.65 (s, 1H), 6.07-5.74 (m, 1H), 3.93 (s, 3H), 3.88 (s, 3H),... The yield is 40.6%. Procedure: To 2-[2-(2,2,2-trifluoroethyl)guanidino]-4-(5-aminopentyl)thiazole (0.4 g.) in methanol (1.5 ml.) was added 1,2-dimethoxycyclobutene-3,4-dione (0.2 g.). After 2.5 hours at room temperature the mixture was evaporated to dryness, and the residue purified by preparative thin layer chromatography using methanol/chloroform 1:9 v/v as development solvent. The appropriate band was isolated to give 1-[5-(2-[2-(2,2,2-trifluoroethyl)guanidino]thiazol-4-yl)pentylamino]-2-methoxycyclobutene-3,4-dione (0.22 ... Starting materials: FC(CN=C(NC=1SC=C(N1)CCCCCN)N)(F)F (2-[2-(2,2,2-trifluoroethyl)guanidino]-4-(5-aminopentyl)thiazole), COC1=C(C(C1=O)=O)OC (1,2-dimethoxycyclobutene-3,4-dione). Run in CO (methanol). As a reaction SMILES: [F:1][C:2]([F:20])([F:19])[CH2:3][N:4]=[C:5]([NH2:18])[NH:6][C:7]1[S:8][CH:9]=[C:10]([CH2:12][CH2:13][CH2:14][CH2:15][CH2:16][NH2:17])[N:11]=1.[CH3:21][O:22][C:23]1[C:26](=O)[C:25](=[O:28])[C:24]=1[O:29]C>CO>[F:20][C:2]([F:1])([F:19])[CH2:3][N:4]=[C:5]([NH2:18])[NH:6][C:7]1[S:8][CH:9]=[C:10]([CH2:12][CH2:13][CH2:14][CH2:15][CH2:16][NH:17][C:26]2[C:25](=[O:28])[C:24](=[O:29])[C:23]=2[O:22][CH3:21])[N:11]=1. The product is FC(CN=C(NC=1SC=C(N1)CCCCCNC1=C(C(C1=O)=O)OC)N)(F)F (1-[5-(2-[2-(2,2,2-trifluoroethyl)guanidino]thiazol-4-yl)pentylamino]-2-methoxycyclobutene-3,4-dione). The reactants are NCc1ccccc1, Cc1ccc2ccc(C(=O)O)nc2c1, ClCCl, On1nnc2ccccc21. Yields the product Cc1ccc2ccc(C(N)=O)nc2c1. As a reaction SMILES: [CH2:1]([c:2]1[cH:3][cH:4][cH:5][cH:6][cH:7]1)[NH2:8].[CH3:9][c:10]1[cH:11][cH:12][c:13]2[cH:14][cH:15][c:16]([C:20](=[O:21])[OH:22])[n:17][c:18]2[cH:19]1.[Cl:33][CH2:34][Cl:35].[OH:23][n:24]1[c:25]2[cH:26][cH:27][cH:28][cH:29][c:30]2[n:31][n:32]1>>[NH2:8][C:20]([c:16]1[cH:15][cH:14][c:13]2[cH:12][cH:11][c:10]([CH3:9])[cH:19][c:18]2[n:17]1)=[O:22]. The reactants are [OH-].[Na+] (NaOH), Cl.NCCC1=CNC(N1[C@H]1COC2=C(C=C(C=C2C1)F)F)=S ((R)-5-(2-Aminoethyl)-1-(6,8-difluorochroman-3-yl)-1,3-dihydroimidazole-2-thione hydrochloride), ClCCl (dichloromethane), CC(C)O (2-propanol). Solvent: O (water). Run at temperature 36.5 celsius, time 12.5 minute. The product is NCCC1=CNC(N1[C@H]1COC2=C(C=C(C=C2C1)F)F)=S ((R)-5-(2-Aminoethyl)-1-(6,8-difluorochroman-3-yl)-1,3-dihydroimidazole-2-thione). Reaction SMILES: Cl.[NH2:2][CH2:3][CH2:4][C:5]1[N:9]([C@@H:10]2[CH2:19][C:18]3[C:13](=[C:14]([F:21])[CH:15]=[C:16]([F:20])[CH:17]=3)[O:12][CH2:11]2)[C:8](=[S:22])[NH:7][CH:6]=1.CC(O)C.ClCCl.[OH-].[Na+]>O>[NH2:2][CH2:3][CH2:4][C:5]1[N:9]([C@@H:10]2[CH2:19][C:18]3[C:13](=[C:14]([F:21])[CH:15]=[C:16]([F:20])[CH:17]=3)[O:12][CH2:11]2)[C:8](=[S:22])[NH:7][CH:6]=1 |f:0.1,4.5|. Reported procedure: (R)-5-(2-Aminoethyl)-1-(6,8-difluorochroman-3-yl)-1,3-dihydroimidazole-2-thione hydrochloride (9.64 g, 27.72 mmol) was dissolved in water (160 ml) at 40-45° C. with stirring. To the resulting solution 2-propanol (64 ml) was added, the mixture was cooled to 35-38° C., dichloromethane (256 ml) was added followed by 1N NaOH (28 ml, 28 mmol) and the stirring continued for 10-15 min. Lower organic phase was separated, dried over MgSO4 and evaporated under reduced pressure to approx. 40 ml. The result... Starting materials: CCN(C(C)C)C(C)C, O=C(Cl)c1noc(-c2ccc(F)c(F)c2)c1Cl, ClCCl, NC1CCCC(O)C1. Yields the product O=C(NC1CCCC(O)C1)c1noc(-c2ccc(F)c(F)c2)c1Cl. As a reaction SMILES: [CH:9]([N:10]([CH2:11][CH3:12])[CH:13]([CH3:14])[CH3:15])([CH3:16])[CH3:17].[Cl:18][c:19]1[c:20]([C:32](=[O:33])[Cl:34])[n:21][o:22][c:23]1-[c:24]1[cH:25][c:26]([F:31])[c:27]([F:30])[cH:28][cH:29]1.[Cl:35][CH2:36][Cl:37].[NH2:1][CH:2]1[CH2:3][CH:4]([OH:8])[CH2:5][CH2:6][CH2:7]1>>[NH:1]([CH:2]1[CH2:3][CH:4]([OH:8])[CH2:5][CH2:6][CH2:7]1)[C:32]([c:20]1[c:19]([Cl:18])[c:23](-[c:24]2[cH:25][c:26]([F:31])[c:27]([F:30])[cH:28][cH:29]2)[o:22][n:21]1)=[O:33]. The reactants are ClC=1C=NC=C(C1C)Cl (3,5-dichloro-4-methyl-pyridine), [H-].[Na+] (NaH), ClC1=NN=C(C2=CC(=CC=C12)OC)C1=CC=CC=C1 (1-chloro-6-methoxy-4-phenyl-phthalazine). Solvent: CN(C)C=O (DMF), CN(C)C=O (DMF). Product: ClC=1C=NC=C(C1CC1=NN=C(C2=CC(=CC=C12)OC)C1=CC=CC=C1)Cl (1-(3,5-Dichloro-pyridin-4-ylmethyl)-6-methoxy-4-phenyl-phthalazine). Yield: 46.9%. As a reaction SMILES: [Cl:1][C:2]1[CH:3]=[N:4][CH:5]=[C:6]([Cl:9])[C:7]=1[CH3:8].[H-].[Na+].Cl[C:13]1[C:22]2[C:17](=[CH:18][C:19]([O:23][CH3:24])=[CH:20][CH:21]=2)[C:16]([C:25]2[CH:30]=[CH:29][CH:28]=[CH:27][CH:26]=2)=[N:15][N:14]=1>CN(C=O)C>[Cl:1][C:2]1[CH:3]=[N:4][CH:5]=[C:6]([Cl:9])[C:7]=1[CH2:8][C:13]1[C:22]2[C:17](=[CH:18][C:19]([O:23][CH3:24])=[CH:20][CH:21]=2)[C:16]([C:25]2[CH:26]=[CH:27][CH:28]=[CH:29][CH:30]=2)=[N:15][N:14]=1 |f:1.2|. Reported procedure: Operating as described in example 5 starting from 3,5-dichloro-4-methyl-pyridine (0.45 g, 2.81 mmoles) in dry DMF (10 ml), 60% NaH (67 mg, 2.81 mmoles) and 1-chloro-6-methoxy-4-phenyl-phthalazine (0.38 g, 1.4 mmoles), prepared as described in example 14, in DMF (10 ml), 0.26 g of the title compound were obtained (yield: 47.3%). m.p.: 206-208° C. Starting materials: C1CCOC1, CC1(C)CCCC(C)(C)N1, O=C(Cl)C1=C(Cl)CCCCC1, [Li], CCOC(=O)C=[N+]=[N-]. Yields the product CCOC(=O)C(=[N+]=[N-])C(=O)C1=C(Cl)CCCCC1. As a reaction SMILES: [CH2:31]1[O:32][CH2:33][CH2:34][CH2:35]1.[CH3:20][C:21]1([CH3:22])[CH2:23][CH2:24][CH2:25][C:26]([CH3:27])([CH3:28])[NH:29]1.[Cl:1][C:2]1=[C:3]([C:9](=[O:10])[Cl:11])[CH2:4][CH2:5][CH2:6][CH2:7][CH2:8]1.[Li:30].[N+:12](=[N-:13])=[CH:14][C:15](=[O:16])[O:17][CH2:18][CH3:19]>>[Cl:1][C:2]1=[C:3]([C:9](=[O:10])[C:14](=[N+:12]=[N-:13])[C:15](=[O:16])[O:17][CH2:18][CH3:19])[CH2:4][CH2:5][CH2:6][CH2:7][CH2:8]1. Starting materials: CCCC[N+](CCCC)(CCCC)CCCC.[F-] (TBAF), Cl (hydrochloric acid), COC=1C=C(C=CC1C1=CN=C(O1)C)C1=NN=C2N1CCCC2(C=O)OC2=CC(=C(C(=C2)F)F)F (3-[3-methoxy-4-(2-methyl-1,3-oxazol-5-yl)phenyl]-8-(3,4,5-trifluorophenoxy)-5,6,7,8-tetrahydro[1,2,4]triazolo[4,3-a]pyridine-8-carbaldehyde), FC(F)(F)[Si](C)(C)C ((trifluoromethyl)trimethylsilane). Solvent: C1CCOC1 (THF), C(O)([O-])=O.[Na+] (sodium hydrogen carbonate). Reaction conditions: time 2 hour. Product: FC(C(O)C1(C=2N(CCC1)C(=NN2)C2=CC(=C(C=C2)C2=CN=C(O2)C)OC)OC2=CC(=C(C(=C2)F)F)F)(F)F (2,2,2-trifluoro-1-{3-[3-methoxy-4-(2-methyl-1,3-oxazol-5-yl)phenyl]-8-(3,4,5-trifluorophenoxy)-5,6,7,8-tetrahydro[1,2,4]triazolo[4,3-a]pyridin-8-yl}ethanol). As a reaction SMILES: [CH3:1][O:2][C:3]1[CH:4]=[C:5]([C:15]2[N:19]3[CH2:20][CH2:21][CH2:22][C:23]([O:26][C:27]4[CH:32]=[C:31]([F:33])[C:30]([F:34])=[C:29]([F:35])[CH:28]=4)([CH:24]=[O:25])[C:18]3=[N:17][N:16]=2)[CH:6]=[CH:7][C:8]=1[C:9]1[O:13][C:12]([CH3:14])=[N:11][CH:10]=1.[F:36][C:37]([Si](C)(C)C)([F:39])[F:38].CCCC[N+](CCCC)(CCCC)CCCC.[F-].Cl>C1COCC1.C(=O)([O-])O.[Na+]>[F:36][C:37]([F:39])([F:38])[CH:24]([C:23]1([O:26][C:27]2[CH:28]=[C:29]([F:35])[C:30]([F:34])=[C:31]([F:33])[CH:32]=2)[CH2:22][CH2:21][CH2:20][N:19]2[C:15]([C:5]3[CH:6]=[CH:7][C:8]([C:9]4[O:13][C:12]([CH3:14])=[N:11][CH:10]=4)=[C:3]([O:2][CH3:1])[CH:4]=3)=[N:16][N:17]=[C:18]12)[OH:25] |f:2.3,6.7|. Reported procedure: To a mixture of 3-[3-methoxy-4-(2-methyl-1,3-oxazol-5-yl)phenyl]-8-(3,4,5-trifluorophenoxy)-5,6,7,8-tetrahydro[1,2,4]triazolo[4,3-a]pyridine-8-carbaldehyde (150 mg) and (trifluoromethyl)trimethylsilane (0.137 mL) in THF (1.5 mL) was added TBAF (1M THF solution, 0.062 mL) under an argon atmosphere at room temperature. The reaction mixture was stirred at room temperature for 2 hr, 1N hydrochloric acid (3 mL) was added, and the mixture was stirred at room temperature overnight. The reaction mixture...